Dataset: the Open Reaction Database (ORD), a public repository of structured organic reaction records. Task: describe an organic reaction: reactants, conditions, products, and yield The reactants are C=1(O)C(O)=CC=CC1 (pyrocatechol), CC1=C(O)C=CC(=C1)O (methylhydroquinone), O.NN (hydrazine hydrate), aqueous solution, CoCl2 · 6H2O, NN (hydrazine), C=1(O)C(O)=CC=CC1.[Co] (pyrocatechol cobalt). Reagents/catalysts: catalyst. Solvent: O (water). The product is [Co+2].C=1(O)C(O)=CC=CC1.CC1=C(O)C=CC(=C1)O (Cobalt (II) Pyrocatechol Methylhydroquinone). As a reaction SMILES: [C:1]1([C:3](=[CH:5][CH:6]=[CH:7][CH:8]=1)[OH:4])[OH:2].[CH3:9][C:10]1[CH:16]=[C:15]([OH:17])[CH:14]=[CH:13][C:11]=1[OH:12].O.NN.NN.C1(C(=CC=CC=1)O)O.[Co:31]>O>[Co+2:31].[C:1]1([C:3](=[CH:5][CH:6]=[CH:7][CH:8]=1)[OH:4])[OH:2].[CH3:9][C:10]1[CH:16]=[C:15]([OH:17])[CH:14]=[CH:13][C:11]=1[OH:12] |f:2.3,5.6,8.9.10|. Procedure details: About 0.237 grams (2.15 millimoles) pyrocatechol and 0.288 grams (2.35 millimoles) methylhydroquinone are dissolved in 56 milliliters of distilled water in a 500 ml Erlenmeyer flask. Subsequent additions of 66 ml hydrazine hydrate (64% N2H4 by weight) and of 2.62 ml of an aqueous solution containing 20% CoCl2 · 6H2O (corresponding to 2.2× 10-3 g atom of Co++ion) give a clear, orange-red solution containing approximately 35% hydrazine and 0.6% of catalyst by weight (molar ratio pyrocatechol/cobal...